Dataset: the Open Reaction Database (ORD), a public repository of structured organic reaction records. Task: describe an organic reaction: reactants, conditions, products, and yield The reactants are O (water), C1(=CC=CC=C1)CC(=O)N[C@H]1[C@@H]2N(C(=C(CS2)O)C(=O)OC(C2=CC=CC=C2)C2=CC=CC=C2)C1=O (Benzhydryl 7β-[(phenylacetyl)amino]-3-hydroxy-3-cephem-4-carboxylate), CS(=O)(=O)Cl (methanesulfonyl chloride), C(C)N(C(C)C)C(C)C (ethyldiisopropylamine). Run in C(C)#N (acetonitrile). Run at temperature -40 celsius. The product is C1(=CC=CC=C1)CC(=O)N[C@H]1[C@@H]2N(C(=C(CS2)OS(=O)(=O)C)C(=O)OC(C2=CC=CC=C2)C2=CC=CC=C2)C1=O (benzhydryl 7β-[(phenylacetyl)amino]-3-[(methylsulfonyl)oxy]-3-cephem-4-carboxylate). Isolated yield 94.0%. Reaction SMILES: [C:1]1([CH2:7][C:8]([NH:10][C@@H:11]2[C:35](=[O:36])[N:13]3[C:14]([C:19]([O:21][CH:22]([C:29]4[CH:34]=[CH:33][CH:32]=[CH:31][CH:30]=4)[C:23]4[CH:28]=[CH:27][CH:26]=[CH:25][CH:24]=4)=[O:20])=[C:15]([OH:18])[CH2:16][S:17][C@H:12]23)=[O:9])[CH:6]=[CH:5][CH:4]=[CH:3][CH:2]=1.C(N(C(C)C)C(C)C)C.[CH3:46][S:47](Cl)(=[O:49])=[O:48].O>C(#N)C>[C:1]1([CH2:7][C:8]([NH:10][C@@H:11]2[C:35](=[O:36])[N:13]3[C:14]([C:19]([O:21][CH:22]([C:23]4[CH:24]=[CH:25][CH:26]=[CH:27][CH:28]=4)[C:29]4[CH:34]=[CH:33][CH:32]=[CH:31][CH:30]=4)=[O:20])=[C:15]([O:18][S:47]([CH3:46])(=[O:49])=[O:48])[CH2:16][S:17][C@H:12]23)=[O:9])[CH:6]=[CH:5][CH:4]=[CH:3][CH:2]=1. Reported procedure: Benzhydryl 7β-[(phenylacetyl)amino]-3-hydroxy-3-cephem-4-carboxylate (500 g, 1 mol) was dissolved in acetonitrile (2 L) and ethyldiisopropylamine (183 mL, 1.05 mol) was added dropwise over 10 min with stirring at −40° C. Then, methanesulfonyl chloride (86 mL, 1.1 mol) was added dropwise over 10 min and the mixture was stirred at −40° C. for 40 min. The reaction mixture was poured into iced water (8 L) and the precipitate was collected by filtration. The precipitate was washed with water (2L) and... The reactants are OCC12CC3CC(CC(C3)C1)C2, O, O=C(O)Cc1ccc(O)cc1, Cc1ccc(S(=O)(=O)O)cc1, c1ccccc1. The product is O=C(Cc1ccc(O)cc1)OCC12CC3CC(CC(C3)C1)C2. RXN SMILES: [C:1]12([CH2:11][OH:12])[CH2:2][CH:3]3[CH2:4][CH:5]([CH2:6][CH:7]([CH2:8]1)[CH2:9]3)[CH2:10]2.[OH2:35].[OH:13][C:14](=[O:15])[CH2:16][c:17]1[cH:18][cH:19][c:20]([OH:21])[cH:22][cH:23]1.[c:24]1([CH3:25])[cH:26][cH:27][c:28]([S:29]([OH:30])(=[O:31])=[O:32])[cH:33][cH:34]1.[cH:36]1[cH:37][cH:38][cH:39][cH:40][cH:41]1>>[C:1]12([CH2:11][O:12][C:14](=[O:13])[CH2:16][c:17]3[cH:18][cH:19][c:20]([OH:21])[cH:22][cH:23]3)[CH2:2][CH:3]3[CH2:4][CH:5]([CH2:6][CH:7]([CH2:8]1)[CH2:9]3)[CH2:10]2. Reactants: C(CC)N(C1CC2=CC(=C(C=C2C1)C(=O)[O-])C(=O)[O-])CCC (2-(dipropylamino)-2,3-dihydro-1H-indene-5,6-dicarboxylate), NCC1=CC=C(C(=O)N)C=C1 (4-(aminomethyl)benzamide), Cl (HCl). The product is C(CC)N(C1CC=2C(=CC=3C(N(C(C3C2)=O)CC2=CC=C(C(=O)N)C=C2)=O)C1)CCC (4-[[6-(Dipropylamino)-3,5,6,7-tetrahydro-1,3-dioxocyclopent[f]isoindol-2(1H)-yl]methyl]benzamide). Reaction SMILES: [CH2:1]([N:4]([CH2:20][CH2:21][CH3:22])[CH:5]1[CH2:13][C:12]2[C:7](=[CH:8][C:9]([C:17]([O-:19])=O)=[C:10]([C:14]([O-:16])=O)[CH:11]=2)[CH2:6]1)[CH2:2][CH3:3].[NH2:23][CH2:24][C:25]1[CH:33]=[CH:32][C:28]([C:29]([NH2:31])=[O:30])=[CH:27][CH:26]=1.Cl>>[CH2:1]([N:4]([CH2:20][CH2:21][CH3:22])[CH:5]1[CH2:6][C:7]2=[CH:8][C:9]3[C:17](=[O:19])[N:23]([CH2:24][C:25]4[CH:26]=[CH:27][C:28]([C:29]([NH2:31])=[O:30])=[CH:32][CH:33]=4)[C:14](=[O:16])[C:10]=3[CH:11]=[C:12]2[CH2:13]1)[CH2:2][CH3:3]. Procedure: Using procedure 49, 2-(dipropylamino)-2,3-dihydro-1H-indene-5,6-dicarboxylate (92, 0.35 g, 1.0 mmol) was treated with 4-(aminomethyl)benzamide (0.26 g, 1.4 mmol). Purification using silica gel, eluting with 19:1 CH2Cl2 /MeOH, afforded an oil that was converted to an HCl salt and recrystallized from hot MeOH to give 111 as a white solid (m.p. 294° C.).